Dataset: the Open Reaction Database (ORD), a public repository of structured organic reaction records. Task: describe an organic reaction: reactants, conditions, products, and yield The reactants are Fe(acac)3, [Fe](Cl)(Cl)Cl (iron (III) chloride), N (ammonia), [OH-].[Fe+3].[OH-].[OH-] (iron (III) hydroxide), C(C)(=O)CC(C)=O (acetylacetone). Solvent: O (water). Product: C/C(=C/C(=O)C)/[O-].C/C(=C/C(=O)C)/[O-].C/C(=C/C(=O)C)/[O-].[Fe+3] (Iron tris(acetylacetonate)). As a reaction SMILES: [Fe:1](Cl)(Cl)Cl.N.[OH-].[Fe+3].[OH-].[OH-].[C:10]([CH2:13][C:14](=[O:16])[CH3:15])(=[O:12])[CH3:11]>O>[CH3:15]/[C:14](/[O-:16])=[CH:13]/[C:10]([CH3:11])=[O:12].[CH3:15]/[C:14](/[O-:16])=[CH:13]/[C:10]([CH3:11])=[O:12].[CH3:15]/[C:14](/[O-:16])=[CH:13]/[C:10]([CH3:11])=[O:12].[Fe+3:1] |f:2.3.4.5,8.9.10.11|. Procedure details: 20.3 g of anhydrous iron (III) chloride (0.124 mol) was dissolved in 30 g of demineralised water with gentle warming. To this was added 45 ml of ammonia solution (SG. 0.880). The mixture was then heated on a steam bath for 30 minutes. The precipitate of iron (III) hydroxide was filtered and washed free of chloride. The moist iron (III) hydroxide and 60 g of acetylacetone (0.6 mol) were mixed together and heated for 30 minutes. Crystals of Fe(acac)3 were deposited and were recrystallised from eth... Reactants: C(C)N(CC)CCNN (2-(diethylaminoethyl)hydrazine), ClC1=CC=C(C=2SC3=CC=C(C=C3C(C12)=O)OCC1=CC=CC=C1)[N+](=O)[O-] (1-chloro-4-nitro-7-phenylmethoxy-9H-thioxanthen-9-one), C(=O)([O-])[O-].[K+].[K+] (K2CO3). The solvent is C=1(C(=CC=CC1)C)C (xylene). The product is C(C)N(CCN1N=C2C=3C(=C(C=CC13)[N+](=O)[O-])SC1=C2C=C(C=C1)OCC1=CC=CC=C1)CC (N,N-Diethyl-5-nitro-9-phenylmethoxy-2H[1]benzothiopyrano[4,3,2-cd]indazole-2-ethanamine). Isolated yield 61.1%. Reaction SMILES: [CH2:1]([N:3]([CH2:6][CH2:7][NH:8][NH2:9])[CH2:4][CH3:5])[CH3:2].Cl[C:11]1[C:24]2[C:23](=O)[C:22]3[C:17](=[CH:18][CH:19]=[C:20]([O:26][CH2:27][C:28]4[CH:33]=[CH:32][CH:31]=[CH:30][CH:29]=4)[CH:21]=3)[S:16][C:15]=2[C:14]([N+:34]([O-:36])=[O:35])=[CH:13][CH:12]=1.C([O-])([O-])=O.[K+].[K+]>C1(C)C(C)=CC=CC=1>[CH2:1]([N:3]([CH2:4][CH3:5])[CH2:6][CH2:7][N:8]1[C:11]2[CH:12]=[CH:13][C:14]([N+:34]([O-:36])=[O:35])=[C:15]3[S:16][C:17]4[CH:18]=[CH:19][C:20]([O:26][CH2:27][C:28]5[CH:33]=[CH:32][CH:31]=[CH:30][CH:29]=5)=[CH:21][C:22]=4[C:23]([C:24]=23)=[N:9]1)[CH3:2] |f:2.3.4|. Procedure details: A mixture of 1.2 g (0.0091 mol) of 2-(diethylaminoethyl)hydrazine, 2.7 g (0.0069 mol) of 1-chloro-4-nitro-7-phenylmethoxy-9H-thioxanthen-9-one, and 0.97 g (0.0069 mol) of powdered K2CO3 in 30 ml of xylene was reacted and 2.0 g of the product was isolated as described in Example 58. The reactants are FCCN1CCNCC1 (fluoroethyl piperazine), ClC1=C(C2=C(OCO2)C(=C1)C#CCOC)NC1=NC=NC2=CC(=C(C=C12)OC)OCCCCl (N-[5-chloro-7-(3-methoxyprop-1-yn-1-yl)-1,3-benzodioxol-4-yl]-7-(3-chloropropoxy)-6-methoxyquinazolin-4-amine), C(C)(C)N(CC)C(C)C (diisopropylethylamine). The solvent is ClCCl (dichloromethane), COCCO (2-methoxyethanol). Conditions: temperature 110 celsius. Yields the product ClC1=C(C2=C(OCO2)C(=C1)C#CCOC)NC1=NC=NC2=CC(=C(C=C12)OC)OCCCN1CCN(CC1)CCF (N-[5-chloro-7-(3-methoxyprop-1-yn-1-yl)-1,3-benzodioxol-4-yl]-7-{3-[4-(2-fluoroethyl)piperazin-1-yl]propoxy}-6-methoxyquinazolin-4-amine). The yield is 46.7%. Reaction SMILES: [Cl:1][C:2]1[CH:10]=[C:9]([C:11]#[C:12][CH2:13][O:14][CH3:15])[C:5]2[O:6][CH2:7][O:8][C:4]=2[C:3]=1[NH:16][C:17]1[C:26]2[C:21](=[CH:22][C:23]([O:29][CH2:30][CH2:31][CH2:32]Cl)=[C:24]([O:27][CH3:28])[CH:25]=2)[N:20]=[CH:19][N:18]=1.[F:34][CH2:35][CH2:36][N:37]1[CH2:42][CH2:41][NH:40][CH2:39][CH2:38]1.C(N(C(C)C)CC)(C)C>COCCO.ClCCl>[Cl:1][C:2]1[CH:10]=[C:9]([C:11]#[C:12][CH2:13][O:14][CH3:15])[C:5]2[O:6][CH2:7][O:8][C:4]=2[C:3]=1[NH:16][C:17]1[C:26]2[C:21](=[CH:22][C:23]([O:29][CH2:30][CH2:31][CH2:32][N:40]3[CH2:41][CH2:42][N:37]([CH2:36][CH2:35][F:34])[CH2:38][CH2:39]3)=[C:24]([O:27][CH3:28])[CH:25]=2)[N:20]=[CH:19][N:18]=1. Procedure: N-[5-chloro-7-(3-methoxyprop-1-yn-1-yl)-1,3-benzodioxol-4-yl]-7-(3-chloropropoxy)-6-methoxyquinazolin-4-amine (0.165 g) was dissolved in 2-methoxyethanol (5 ml) and then fluoroethyl piperazine (0.821 g) was added followed by diisopropylethylamine (0.83 ml) and the mixture heated to 110° C. for 15 hours. The reaction mixture was cooled to room temperature, diluted with dichloromethane, washed with water and brine, dried over magnesium sulfate and then evaporated. The residue was purified by colum... The reactants are CC(C)[Si](C(C)C)(C(C)C)n1ccc2cc(Br)cnc21, [Li]C(C)(C)C, CC(C)=O, C1CCOC1, O. Yields the product CC(C)[Si](C(C)C)(C(C)C)n1ccc2cc(C(C)(C)O)cnc21. Reaction SMILES: [Br:1][c:2]1[cH:3][c:4]2[c:5]([n:6][cH:7]1)[n:8]([Si:11]([CH:12]([CH3:13])[CH3:14])([CH:15]([CH3:16])[CH3:17])[CH:18]([CH3:19])[CH3:20])[cH:9][cH:10]2.[C:21]([Li:22])([CH3:23])([CH3:24])[CH3:25].[CH3:26][C:27]([CH3:28])=[O:29].[O:31]1[CH2:32][CH2:33][CH2:34][CH2:35]1.[OH2:30]>>[c:2]1([C:27]([CH3:26])([CH3:28])[OH:29])[cH:3][c:4]2[c:5]([n:6][cH:7]1)[n:8]([Si:11]([CH:12]([CH3:13])[CH3:14])([CH:15]([CH3:16])[CH3:17])[CH:18]([CH3:19])[CH3:20])[cH:9][cH:10]2. The reactants are solution, CC(C)([O-])C.[K+] (potassium tert-butoxide), [Si](C)(C)(C(C)(C)C)O[C@H]1[C@H]([C@H](OC1)C=1C=NC=CC1)CCC=O ((2S,3S,4S)-3-[4-(t-butyldimethylsilyloxy)-2-(3-pyridyl)tetrahydrofuran-3-yl]propanal), [Cl-].[NH4+] (ammonium chloride), [Br-].C(=O)(OC)CCC[P+](C1=CC=CC=C1)(C1=CC=CC=C1)C1=CC=CC=C1 ((3-carbomethoxy-1-propyl)triphenylphosphoniumbromide). Solvent: O1CCCC1 (tetrahydrofurane), O1CCCC1 (tetrahydrofurane), O1CCCC1 (tetrahydrofurane), CCOCC (ether). Product: [Si](C)(C)(C(C)(C)C)O[C@H]1[C@H]([C@H](OC1)C=1C=NC=CC1)CC\C=C/CCC(=O)OC (methyl (Z)-(2S,3S,4S)-7-[4-(t-butyldimethylsilyloxy)-2-(3-pyridyl)-tetrahydrofuran-3-yl]-4-heptenoate). Isolated yield 69.7%. Reaction SMILES: [Br-].[C:2]([CH2:6][CH2:7][CH2:8][P+](C1C=CC=CC=1)(C1C=CC=CC=1)C1C=CC=CC=1)([O:4][CH3:5])=[O:3].CC(C)([O-])C.[K+].[Si:34]([O:41][C@@H:42]1[CH2:46][O:45][C@H:44]([C:47]2[CH:48]=[N:49][CH:50]=[CH:51][CH:52]=2)[C@@H:43]1[CH2:53][CH2:54][CH:55]=O)([C:37]([CH3:40])([CH3:39])[CH3:38])([CH3:36])[CH3:35].[Cl-].[NH4+]>O1CCCC1.CCOCC>[Si:34]([O:41][C@@H:42]1[CH2:46][O:45][C@H:44]([C:47]2[CH:48]=[N:49][CH:50]=[CH:51][CH:52]=2)[C@@H:43]1[CH2:53][CH2:54]/[CH:55]=[CH:8]\[CH2:7][CH2:6][C:2]([O:4][CH3:5])=[O:3])([C:37]([CH3:40])([CH3:39])[CH3:38])([CH3:36])[CH3:35] |f:0.1,2.3,5.6|. Procedure details: To a suspension of 61.85 g (0.137 mol) of (3-carbomethoxy-1-propyl)triphenylphosphoniumbromide in 290 ml of tetrahydrofurane are added dropwise at 0° C. over argon with stirring, 116 ml (0.116 mol) of 1M solution of potassium tert-butoxide in tetrahydrofurane over a period of 20 min. The mixture is stirred at 0° C. for 1 h and a solution of 29.6 g of (2S,3S,4S)-3-[4-(t-butyldimethylsilyloxy)-2-(3-pyridyl)tetrahydrofuran-3-yl]propanal in 150 ml of tetrahydrofurane is added dropwise over a period ... As a reaction SMILES: [C:45]([BH3-:46])#[N:47].[C:49](=[O:50])([O-:51])[OH:52].[CH3:61][C:62]#[N:63].[F:1][c:2]1[cH:3][c:4](-[c:37]2[c:38]([C:43]#[N:44])[cH:39][cH:40][cH:41][cH:42]2)[cH:5][cH:6][c:7]1[CH2:8][c:9]1[c:10](=[O:36])[n:11]([CH:21]2[CH2:22][CH2:23][C:24]3([O:25][CH:26]([CH3:33])[C:27]4([CH2:28][CH2:29][CH2:30]4)[CH2:31][O:32]3)[CH2:34][CH2:35]2)[c:12]2[n:13]([c:14]1[CH2:15][CH2:16][CH3:17])[n:18][cH:19][n:20]2.[Na+:48].[Na+:53].[Na+:59].[Na+:60].[O:64]1[CH2:65][CH2:66][CH2:67][CH2:68]1.[S:54]([O-:55])([O-:56])(=[O:57])=[S:58]>>[F:1][c:2]1[cH:3][c:4](-[c:37]2[c:38]([C:43]#[N:44])[cH:39][cH:40][cH:41][cH:42]2)[cH:5][cH:6][c:7]1[CH2:8][c:9]1[c:10](=[O:36])[n:11]([CH:21]2[CH2:22][CH2:23][CH:24]([O:25][CH:26]([C:27]3([CH:31]=[O:32])[CH2:28][CH2:29][CH2:30]3)[CH3:33])[CH2:34][CH2:35]2)[c:12]2[n:13]([c:14]1[CH2:15][CH2:16][CH3:17])[n:18][cH:19][n:20]2. Reactants: [BH3-]C#N, O=C([O-])O, CC#N, CCCc1c(Cc2ccc(-c3ccccc3C#N)cc2F)c(=O)n(C2CCC3(CC2)OCC2(CCC2)C(C)O3)c2ncnn12, [Na+], [Na+], [Na+], [Na+], C1CCOC1, O=S([O-])([O-])=S. The product is CCCc1c(Cc2ccc(-c3ccccc3C#N)cc2F)c(=O)n(C2CCC(OC(C)C3(C=O)CCC3)CC2)c2ncnn12. Reactants: ClC(=O)OCCC(C)CCC=C(C)C (citronellyl chloroformate), S1C=NC(=C1)C=1NC2=C(N1)C=CC=C2 (2-(4-thiazolyl)benzimidazole). The solvent is N1=CC=CC=C1 (pyridine). Run at time 8 hour. Yields the product C(CC(C)CCC=C(C)C)OC(=O)N1C(=NC2=C1C=CC=C2)C=2N=CSC2 (1-Citronellyloxycarbonyl-2-(4-thiazolyl)benzimidazole). Isolated yield 86.6%. RXN SMILES: Cl[C:2]([O:4][CH2:5][CH2:6][CH:7]([CH2:9][CH2:10][CH:11]=[C:12]([CH3:14])[CH3:13])[CH3:8])=[O:3].[S:15]1[CH:19]=[C:18]([C:20]2[NH:21][C:22]3[CH:28]=[CH:27][CH:26]=[CH:25][C:23]=3[N:24]=2)[N:17]=[CH:16]1>N1C=CC=CC=1>[CH2:5]([O:4][C:2]([N:24]1[C:23]2[CH:25]=[CH:26][CH:27]=[CH:28][C:22]=2[N:21]=[C:20]1[C:18]1[N:17]=[CH:16][S:15][CH:19]=1)=[O:3])[CH2:6][CH:7]([CH2:9][CH2:10][CH:11]=[C:12]([CH3:14])[CH3:13])[CH3:8]. Procedure details: 11.0 Grams (0.05 moles) of citronellyl chloroformate is added over a period of 1/2 hour to a stirred suspension of 10 grams (0.05 moles) of 2-(4-thiazolyl)benzimidazole and 75 ml. of pyridine at room temperature. The reaction mixture is stirred overnight at room temperature protected from moisture. The solid material is filtered, washed with pryidine and the filtrate and washings evaporated to dryness in vacuo. The residue is dissolved in methylene chloride and the solution washed successively w... Reactants: CCCN(CCC)Cc1nc(CN2C(=O)c3ccccc3C2=O)no1, CN, CCO. Yields the product CCCN(CCC)Cc1nc(CN)no1. RXN SMILES: [CH2:3]([CH2:4][CH3:5])[N:6]([CH2:7][CH2:8][CH3:9])[CH2:10][c:11]1[n:12][c:13]([CH2:16][N:17]2[C:18](=[O:19])[c:20]3[c:21]([cH:22][cH:23][cH:24][cH:25]3)[C:26]2=[O:27])[n:14][o:15]1.[CH3:1][NH2:2].[CH3:28][CH2:29][OH:30]>>[CH2:3]([CH2:4][CH3:5])[N:6]([CH2:7][CH2:8][CH3:9])[CH2:10][c:11]1[n:12][c:13]([CH2:16][NH2:17])[n:14][o:15]1.